From a dataset of the Open Reaction Database (ORD), a public repository of structured organic reaction records. describe an organic reaction: reactants, conditions, products, and yield Starting materials: [H-].C(C(C)C)[Al+]CC(C)C (Di-iso-butylaluminum hydride), ice, C(=O)(O)CCCCCCCCCCCCCCCNC1=CC=C(C#N)C=C1 (4-(15-carboxypentadecylamino)benzonitrile), CO (methanol). Solvent: C1(=CC=CC=C1)C (toluene). Conditions: time 30 minute. Yields the product C(=O)(O)CCCCCCCCCCCCCCCNC1=CC=C(C=O)C=C1 (4-(15-carboxypentadecylamino)benzaldehyde). Reaction SMILES: [H-].C([Al+]CC(C)C)C(C)C.[C:11]([CH2:14][CH2:15][CH2:16][CH2:17][CH2:18][CH2:19][CH2:20][CH2:21][CH2:22][CH2:23][CH2:24][CH2:25][CH2:26][CH2:27][CH2:28][NH:29][C:30]1[CH:37]=[CH:36][C:33]([C:34]#N)=[CH:32][CH:31]=1)([OH:13])=[O:12].C[OH:39]>C1(C)C=CC=CC=1>[C:11]([CH2:14][CH2:15][CH2:16][CH2:17][CH2:18][CH2:19][CH2:20][CH2:21][CH2:22][CH2:23][CH2:24][CH2:25][CH2:26][CH2:27][CH2:28][NH:29][C:30]1[CH:37]=[CH:36][C:33]([CH:34]=[O:39])=[CH:32][CH:31]=1)([OH:13])=[O:12] |f:0.1|. Reported procedure: Di-iso-butylaluminum hydride (54 ml., 25% solution in toluene) is added with stirring to a solution of 5.1 g. of 4-(15-carboxypentadecylamino)benzonitrile under a nitrogen atmosphere. The temperature rises to 40° C. during the addition which takes 30 minutes and the reaction is then stirred for 1 hour. A solution of methanol in toluene (50 ml., 1:1) is added over 30 minutes and the mixture is poured into vigorously stirred ice-cold aqueous sulfuric acid (500 ml., 5%). After 10 minutes diatomaceo... The reactants are [Cl-].[NH4+] (Ammonium chloride), Cl[O-].[Na+] (Sodium hypochlorite), C(C)OC(=O)C=1NC=CC1 (1H-Pyrrole-2-carboxylic acid ethyl ester), 336, [OH-].[Na+] (Sodium hydroxide), Cl[O-].[Na+] (sodium hypochlorite). The solvent is O (Water), O (Water), [OH-].[NH4+] (Ammonium hydroxide), O (Water), COC(C)(C)C (2-Methoxy-2-methylpropane). Product: C(C)OC(=O)C=1N(C=CC1)N (1-Amino-1H-pyrrole-2-carboxylic acid ethyl ester). Yield: 95.8%. RXN SMILES: Cl[O-].[Na+].[CH2:4]([O:6][C:7]([C:9]1[NH:10][CH:11]=[CH:12][CH:13]=1)=[O:8])[CH3:5].[OH-].[Na+].[Cl-].[NH4+:17]>O.[OH-].[NH4+].COC(C)(C)C>[CH2:4]([O:6][C:7]([C:9]1[N:10]([NH2:17])[CH:11]=[CH:12][CH:13]=1)=[O:8])[CH3:5] |f:0.1,3.4,5.6,8.9|. Procedure: 2 M of Sodium hypochlorite in Water (750 mL) (10-14% solution) was added dropwise to a solution of 1H-Pyrrole-2-carboxylic acid ethyl ester (50.0 g, 359 mmol), 2-Methoxy-2-methylpropane (1000 mL), Aliquot 336 (12 g, 31 mmol), 7 M of Sodium hydroxide in Water (1030 mL), 8 M of Ammonium hydroxide in Water (330 mL) and Ammonium chloride (120 g, 2200 mmol). The reaction was immediately worked up upon complete addition of sodium hypochlorite. The organic layer was separated and was washed with satura... Reactants: CCOC(C)=O, C(=NC1CCCCC1)=NC1CCCCC1, COc1ccc(CNc2c(C(=O)O)cnc3ccc(C#N)cc23)cc1Cl, Oc1c(F)c(F)c(F)c(F)c1F, CN(C)C=O. Product: COc1ccc(CNc2c(C(=O)Oc3c(F)c(F)c(F)c(F)c3F)cnc3ccc(C#N)cc23)cc1Cl. Reaction SMILES: [CH3:59][CH2:60][O:61][C:62](=[O:63])[CH3:64].[CH:39]1([N:40]=[C:41]=[N:42][CH:43]2[CH2:44][CH2:45][CH2:46][CH2:47][CH2:48]2)[CH2:49][CH2:50][CH2:51][CH2:52][CH2:53]1.[Cl:1][c:2]1[cH:3][c:4]([CH2:10][NH:11][c:12]2[c:13]([C:24](=[O:25])[OH:26])[cH:14][n:15][c:16]3[cH:17][cH:18][c:19]([C:22]#[N:23])[cH:20][c:21]23)[cH:5][cH:6][c:7]1[O:8][CH3:9].[F:27][c:28]1[c:29]([F:38])[c:30]([F:37])[c:31]([F:36])[c:32]([F:35])[c:33]1[OH:34].[O:54]=[CH:55][N:56]([CH3:57])[CH3:58]>>[Cl:1][c:2]1[cH:3][c:4]([CH2:10][NH:11][c:12]2[c:13]([C:24]([O:25][c:33]3[c:28]([F:27])[c:29]([F:38])[c:30]([F:37])[c:31]([F:36])[c:32]3[F:35])=[O:26])[cH:14][n:15][c:16]3[cH:17][cH:18][c:19]([C:22]#[N:23])[cH:20][c:21]23)[cH:5][cH:6][c:7]1[O:8][CH3:9]. Starting materials: [N+](=O)([O-])C=1C(=NNC1C(=O)OC)C(=O)OC (Dimethyl 4-nitro-1H-pyrazole-3,5-dicarboxylate), C(C)OCCBr (2-ethoxyethyl bromide), C([O-])([O-])=O.[K+].[K+] (potassium carbonate). Solvent: CN(C=O)C (N,N-dimethylformamide). Conditions: time 48 hour. Yields the product C(C)OCCN1N=C(C(=C1C(=O)OC)[N+](=O)[O-])C(=O)OC (Dimethyl 1-(2-ethoxyethyl)-4-nitro-1H-pyrazole-3,5-dicarboxylate). Reaction SMILES: [N+:1]([C:4]1[C:5]([C:13]([O:15][CH3:16])=[O:14])=[N:6][NH:7][C:8]=1[C:9]([O:11][CH3:12])=[O:10])([O-:3])=[O:2].[CH2:17]([O:19][CH2:20][CH2:21]Br)[CH3:18].C(=O)([O-])[O-].[K+].[K+]>CN(C)C=O>[CH2:17]([O:19][CH2:20][CH2:21][N:7]1[C:8]([C:9]([O:11][CH3:12])=[O:10])=[C:4]([N+:1]([O-:3])=[O:2])[C:5]([C:13]([O:15][CH3:16])=[O:14])=[N:6]1)[CH3:18] |f:2.3.4|. Procedure: Dimethyl 4-nitro-1H-pyrazole-3,5-dicarboxylate (2.0 g, 8.83 mmol) was added to a solution of 2-ethoxyethyl bromide (1.18 mL, 10.45 mmol) and potassium carbonate (1.32 g, 9.56 mmol) in N,N-dimethylformamide (35 mL) and the reaction mixture stirred for 48 hours at room temperature. The reaction mixture was concentrated in vacuo and the residue partitioned between ethyl acetate (200 mL) and water (100 mL). The organic layer was separated, dried over magnesium sulphate and concentrated in vacuo. The... The reactants are BrC1=CC=C(C=O)C=C1 (4-bromobenzaldehyde), CC1(OC(CC(O1)=O)=O)C (2,2-dimethyl-1,3-dioxane-4,6-dione). The reagents and catalysts are [Br-].C[N+](CCCCCCCCCCCCCCCC)(C)C (N,N,N-trimethylhexadecan-1-aminium bromide). Conditions: temperature 60 celsius, time 1 hour. Yields the product BrC1=CC=C(C=C2C(OC(OC2=O)(C)C)=O)C=C1 (5-(4-bromobenzylidene)-2,2-dimethyl-1,3-dioxane-4,6-dione). Isolated yield 80.3%. Reaction SMILES: [Br:1][C:2]1[CH:9]=[CH:8][C:5]([CH:6]=O)=[CH:4][CH:3]=1.[CH3:10][C:11]1([CH3:19])[O:16][C:15](=[O:17])[CH2:14][C:13](=[O:18])[O:12]1>[Br-].C[N+](C)(C)CCCCCCCCCCCCCCCC>[Br:1][C:2]1[CH:9]=[CH:8][C:5]([CH:6]=[C:14]2[C:15](=[O:17])[O:16][C:11]([CH3:19])([CH3:10])[O:12][C:13]2=[O:18])=[CH:4][CH:3]=1 |f:2.3|. Reported procedure: A mixture of N,N,N-trimethylhexadecan-1-aminium bromide (15.76 g), 4-bromobenzaldehyde (80 g) and 2,2-dimethyl-1,3-dioxane-4,6-dione (68.6 g) was heated and stirred at 60° C. for 1 h, during which time a solid precipitated from solution. The mixture was allowed to cool to room temperature. The solid was collected by filtration and washed with cold water (600 mL). dried in vacuo at 50° C. to give 5-(4-bromobenzylidene)-2,2-dimethyl-1,3-dioxane-4,6-dione (108 g) as a colourless solid. The reactants are C(C)(=O)O (acetic acid), COC(C1=C(C=CC=C1O)O)=O (methyl-2,6-dihydroxybenzoate), BrBr (bromine). Solvent: ClCCl (dichloromethane), ClCCl (dichloromethane). Conditions: time 1 hour. The product is BrC=1C(=C(C(=O)OC)C(=CC1)O)O (methyl 3-bromo-2,6-dihydroxybenzoate). Isolated yield 58.7%. Reaction SMILES: [CH3:1][O:2][C:3](=[O:12])[C:4]1[C:9]([OH:10])=[CH:8][CH:7]=[CH:6][C:5]=1[OH:11].C(O)(=O)C.[Br:17]Br>ClCCl>[Br:17][C:8]1[C:9]([OH:10])=[C:4]([C:5]([OH:11])=[CH:6][CH:7]=1)[C:3]([O:2][CH3:1])=[O:12]. Procedure details: To a mixture of methyl-2,6-dihydroxybenzoate (1.68 g, 10.0 mmol) in dichloromethane (10 mL) was added acetic acid (1 mL), followed by drop-wise addition of bromine (515 μL, 10.0 mmol) in dichloromethane (5 mL). The reaction mixture was stirred at ambient temperature for 1 hour, concentrated under reduced pressure, co-evaporated with ethyl acetate (2×). The resulting solid was triturated with hexane/ethyl acetate and re-crystallized from hot hexane/ethyl acetate to provide the titled compound (1.... The reactants are NC=1SC(=CC1C(=O)N)C1=C(C=C(C=C1)C(C)(C)O)F (2-amino-5-[2-fluoro-4-(1-hydroxy-1-methylethyl)phenyl]thiophene-3-carboxamide), BrC=1C(=NC=CC1)CN1C(CCC1)=O (1-[(bromopyridin-2-yl)methyl]pyrrolidin-2-one). Product: FC1=C(C=CC(=C1)C(C)(C)O)C1=CC(=C(S1)NC1=NC(=CC=C1)CN1C(CCC1)=O)C(=O)N (5-[2-Fluoro-4-(1-hydroxy-1-methylethyl)phenyl]-2-({6-[(2-oxopyrrolidin-1-yl)methyl]pyridine-2-yl}amino)thiophene-3-carboxamide). Reaction SMILES: [NH2:1][C:2]1[S:3][C:4]([C:10]2[CH:15]=[CH:14][C:13]([C:16]([OH:19])([CH3:18])[CH3:17])=[CH:12][C:11]=2[F:20])=[CH:5][C:6]=1[C:7]([NH2:9])=[O:8].Br[C:22]1[C:23]([CH2:28][N:29]2[CH2:33][CH2:32][CH2:31][C:30]2=[O:34])=[N:24][CH:25]=[CH:26][CH:27]=1>>[F:20][C:11]1[CH:12]=[C:13]([C:16]([OH:19])([CH3:17])[CH3:18])[CH:14]=[CH:15][C:10]=1[C:4]1[S:3][C:2]([NH:1][C:25]2[CH:26]=[CH:27][CH:22]=[C:23]([CH2:28][N:29]3[CH2:33][CH2:32][CH2:31][C:30]3=[O:34])[N:24]=2)=[C:6]([C:7]([NH2:9])=[O:8])[CH:5]=1. Procedure: The title compound was prepared by using the procedure listed in Example 1 with 2-amino-5-[2-fluoro-4-(1-hydroxy-1-methylethyl)phenyl]thiophene-3-carboxamide (0.14 g, 0.48 mmol) and 1-[(bromopyridin-2-yl)methyl]pyrrolidin-2-one (0.12 g, 0.47 mmol) as starting materials. Starting materials: [H-].[Al+3].[Li+].[H-].[H-].[H-] (lithium aluminum hydride), CC1(C(NC2=NC=CC=C21)=O)C (3,3-dimethyl-1H-pyrrolo[2,3-b]pyridin-2(3H)-one), [H-].[Al+3].[Li+].[H-].[H-].[H-] (lithium aluminum hydride). Solvent: C1CCOC1 (THF), C1CCOC1 (THF), C1CCOC1 (THF). Reaction conditions: time 1 hour. Yields the product CC1(CNC2=NC=CC=C21)C (3,3-dimethyl-2,3-dihydro-1H-pyrrolo[2,3-b]pyridine). Isolated yield 52.2%. As a reaction SMILES: [CH3:1][C:2]1([CH3:12])[C:10]2[C:5](=[N:6][CH:7]=[CH:8][CH:9]=2)[NH:4][C:3]1=O.[H-].[Al+3].[Li+].[H-].[H-].[H-]>C1COCC1>[CH3:1][C:2]1([CH3:12])[C:10]2[C:5](=[N:6][CH:7]=[CH:8][CH:9]=2)[NH:4][CH2:3]1 |f:1.2.3.4.5.6|. Procedure details: To a solution of 3,3-dimethyl-1H-pyrrolo[2,3-b]pyridin-2(3H)-one (prepared according to B. Atkinson et al. WO201192293) (153 mg, 943 μmol, Eq: 1.00) in THF (5 mL) at rt was added lithium aluminum hydride, (2 M in THF, 0.95 mL, 1.9 mmol, Eq: 2.01) and the resulting mixture was stirred at rt for 1 h. Additional lithium aluminum hydride, (2 M in THF, 0.95 mL, 1.9 mmol, Eq: 2.01) was added and stirring was continued at rt for 1 h. The reaction mixture was quenched by adding EtOAc (˜2 mL) followed by... Product: Cc1cc2ncc3c(C)c(-c4ccccc4)c(-c4ccc(C5(NC(=O)OC(C)(C)C)CC(C)(O)C5)cc4)nc3n2n1. Reactants: Cc1cc2ncc3c(Cl)c(-c4ccccc4)c(-c4ccc(C5(NC(=O)OC(C)(C)C)CC(C)(O)C5)cc4)nc3n2n1, O=C([O-])[O-], CB(O)O, [Cs+], [Cs+], C1COCCO1. As a reaction SMILES: [C:1]([CH3:2])([CH3:3])([CH3:4])[O:5][C:6]([NH:7][C:8]1([c:14]2[cH:15][cH:16][c:17](-[c:20]3[c:21](-[c:35]4[cH:36][cH:37][cH:38][cH:39][cH:40]4)[c:22]([Cl:34])[c:23]4[cH:24][n:25][c:26]5[n:27]([c:28]4[n:29]3)[n:30][c:31]([CH3:33])[cH:32]5)[cH:18][cH:19]2)[CH2:9][C:10]([CH3:12])([OH:13])[CH2:11]1)=[O:41].[C:46](=[O:47])([O-:48])[O-:49].[CH3:42][B:43]([OH:44])[OH:45].[Cs+:50].[Cs+:51].[O:52]1[CH2:53][CH2:54][O:55][CH2:56][CH2:57]1>>[C:1]([CH3:2])([CH3:3])([CH3:4])[O:5][C:6]([NH:7][C:8]1([c:14]2[cH:15][cH:16][c:17](-[c:20]3[c:21](-[c:35]4[cH:36][cH:37][cH:38][cH:39][cH:40]4)[c:22]([CH3:42])[c:23]4[cH:24][n:25][c:26]5[n:27]([c:28]4[n:29]3)[n:30][c:31]([CH3:33])[cH:32]5)[cH:18][cH:19]2)[CH2:9][C:10]([CH3:12])([OH:13])[CH2:11]1)=[O:41]. The reactants are OCC1=CC=C(C=C1)C1N(CCN(C1)C(=O)OC(C)(C)C)C(=O)OC(C)(C)C (Di tert-butyl 2-[4-(hydroxymethyl)phenyl]piperazine-1,4-dicarboxylate). Reagents/catalysts: O=[Mn]=O (dioxomanganese). Run in ClCCl (dichloromethane). Reaction conditions: time 22 hour. The product is C(=O)C1=CC=C(C=C1)C1N(CCN(C1)C(=O)OC(C)(C)C)C(=O)OC(C)(C)C (Di tert-butyl 2-(4-formylphenyl)piperazine-1,4-dicarboxylate). Isolated yield 94.0%. RXN SMILES: [OH:1][CH2:2][C:3]1[CH:8]=[CH:7][C:6]([CH:9]2[CH2:14][N:13]([C:15]([O:17][C:18]([CH3:21])([CH3:20])[CH3:19])=[O:16])[CH2:12][CH2:11][N:10]2[C:22]([O:24][C:25]([CH3:28])([CH3:27])[CH3:26])=[O:23])=[CH:5][CH:4]=1>ClCCl.O=[Mn]=O>[CH:2]([C:3]1[CH:4]=[CH:5][C:6]([CH:9]2[CH2:14][N:13]([C:15]([O:17][C:18]([CH3:20])([CH3:21])[CH3:19])=[O:16])[CH2:12][CH2:11][N:10]2[C:22]([O:24][C:25]([CH3:28])([CH3:27])[CH3:26])=[O:23])=[CH:7][CH:8]=1)=[O:1]. Reported procedure: Di tert-butyl 2-[4-(hydroxymethyl)phenyl]piperazine-1,4-dicarboxylate (750 mg, 1.911 mmol) was dissolved in dichloromethane (12.00 mL) and dioxomanganese (1.993 g, 396.5 μL, 22.93 mmol) was added. The reaction was stirred at ambient temperature for 22 hours. Reaction followed by TLC. Reaction mixture was filtered through a pad of celite and washed with dichloromethane. Purified by column chromatography (ISCO Companion, 40 g column) dry loaded and eluted with 5 to 50% ethyl acetate/petroleum ethe...